Dataset: the Open Reaction Database (ORD), a public repository of structured organic reaction records. Task: describe an organic reaction: reactants, conditions, products, and yield Reactants: CN1C=C(C=N1)C2=C(N=C(C=C2)N)OC, CC1=CC(=NC2=C1CN(CC(O2)C3=NC(=CS3)C)C)Cl. Reagents/catalysts: CC(C)(C)[O-].[Na+], C1=CC=C(C=C1)P(C2=CC=CC=C2)C3=C(C4=CC=CC=C4C=C3)C5=C(C=CC6=CC=CC=C65)P(C7=CC=CC=C7)C8=CC=CC=C8, C1=CC=C(C=C1)/C=C/C(=O)/C=C/C2=CC=CC=C2.C1=CC=C(C=C1)/C=C/C(=O)/C=C/C2=CC=CC=C2.C1=CC=C(C=C1)/C=C/C(=O)/C=C/C2=CC=CC=C2.[Pd].[Pd]. The solvent is CC1=CC=CC=C1. Conditions: temperature 100 celsius. The product is CC1=CC(=NC2=C1CN(CC(O2)C3=NC(=CS3)C)C)NC4=NC(=C(C=C4)C5=CN(N=C5)C)OC. The yield is 22.9%. Procedure: 8-chloro-4,6-dimethyl-2-(4-methylthiazol-2-yl)-2,3,4,5-tetrahydropyrido[3,2-f][1,4]oxazepine (185 mg, 0.60 mmol), 6-methoxy-5-(1-methyl-1H-pyrazol-4-yl)pyridin-2-amine (122 mg, 0.60 mmol), Pd2dba3 (13.67 mg, 0.01 mmol), BINAP (18.59 mg, 0.03 mmol) and SODIUM TERT-BUTOXIDE (92 mg, 0.96 mmol) were weighed into a microwave vial. toluene (5 mL) was added and the vial was capped and flushed with argon. The mixture was heated to 100°C in a microwave apparatus for 2 h. The reaction mixture was diluted ... Reaction SMILES: [C:1]([N:9]=[C:10]=[O:11])(=[O:8])[C:2]1[CH:7]=[CH:6][CH:5]=[CH:4][CH:3]=1.[CH3:12][O:13][C:14]1[CH:19]=[CH:18][CH:17]=[CH:16][C:15]=1[CH2:20][CH2:21][C:22]1[CH:27]=[CH:26][N:25]=[C:24]([NH2:28])[CH:23]=1>C(Cl)Cl>[C:1]([NH:9][C:10]([NH:28][C:24]1[CH:23]=[C:22]([CH2:21][CH2:20][C:15]2[CH:16]=[CH:17][CH:18]=[CH:19][C:14]=2[O:13][CH3:12])[CH:27]=[CH:26][N:25]=1)=[O:11])(=[O:8])[C:2]1[CH:7]=[CH:6][CH:5]=[CH:4][CH:3]=1. Yields the product C(C1=CC=CC=C1)(=O)NC(=O)NC1=NC=CC(=C1)CCC1=C(C=CC=C1)OC (1-benzoyl-3-{4-[2-(2-methoxy-phenyl)-ethyl]-pyridin-2-yl}-urea). Conditions: temperature 60 celsius, time 20 hour. Procedure details: Benzoyl isocynate (132 mg, 0.896 mmol) is added to a solution of 4-[2-(2-methoxy-phenyl)-ethyl]-pyridin-2-ylamine (93.0 mg, 0.407 mmol) in CH2Cl2 (4 mL), and the mixture is stirred at 60° C. After 20 hours, the mixture is concentrated to give the crude product, which is used in the next step without purification. The reactants are C(C1=CC=CC=C1)(=O)N=C=O (Benzoyl isocynate), COC1=C(C=CC=C1)CCC1=CC(=NC=C1)N (4-[2-(2-methoxy-phenyl)-ethyl]-pyridin-2-ylamine). Solvent: C(Cl)Cl (CH2Cl2). Starting materials: Clc1cccc(Cc2ncc3c(n2)CCN(Cc2ccccc2)CC3)c1, CN(C)c1cccc2cccc(N(C)C)c12, CC(Cl)OC(=O)Cl, ClCCl. Yields the product Clc1cccc(Cc2ncc3c(n2)CCNCC3)c1. Reaction SMILES: [CH2:17]([c:18]1[cH:19][cH:20][cH:21][cH:22][cH:23]1)[N:24]1[CH2:25][CH2:26][c:27]2[c:28]([cH:31][n:32][c:33]([CH2:35][c:36]3[cH:37][c:38]([Cl:42])[cH:39][cH:40][cH:41]3)[n:34]2)[CH2:29][CH2:30]1.[CH3:1][N:2]([CH3:3])[c:4]1[c:5]2[c:6]([cH:7][cH:8][cH:9][c:10]2[N:11]([CH3:12])[CH3:13])[cH:14][cH:15][cH:16]1.[Cl:43][C:44]([O:45][CH:46]([Cl:47])[CH3:48])=[O:49].[Cl:50][CH2:51][Cl:52]>>[NH:24]1[CH2:25][CH2:26][c:27]2[c:28]([cH:31][n:32][c:33]([CH2:35][c:36]3[cH:37][c:38]([Cl:42])[cH:39][cH:40][cH:41]3)[n:34]2)[CH2:29][CH2:30]1. Starting materials: CN1C(NC2=CC=CC(=C2C1=O)Br)=O (3-methyl-5-bromo-1,2,3,4-tetrahydro-2,4-dioxo-quinazoline), C1(CC1)C1=NOC(=N1)C[N+]#[C-] (3-cyclopropyl-5-isocyanomethyl-1,2,4-oxadiazole). The product is C1(CC1)C1=NOC(=N1)C=1N=CN2C1N(C(C1=C(C=CC=C21)Br)=O)C (3-(3-cyclopropyl-1,2,4-oxadiazol-5-yl)-4,5-dihydro-4-methyl-5-oxo-6-bromo-imidazo(1,5-a)quinazoline). RXN SMILES: [CH3:1][N:2]1[C:11](=[O:12])[C:10]2[C:5](=[CH:6][CH:7]=[CH:8][C:9]=2[Br:13])[NH:4][C:3]1=O.[CH:15]1([C:18]2[N:22]=[C:21]([CH2:23][N+:24]#[C-:25])[O:20][N:19]=2)[CH2:17][CH2:16]1>>[CH:15]1([C:18]2[N:22]=[C:21]([C:23]3[N:24]=[CH:25][N:4]4[C:5]5[C:10](=[C:9]([Br:13])[CH:8]=[CH:7][CH:6]=5)[C:11](=[O:12])[N:2]([CH3:1])[C:3]=34)[O:20][N:19]=2)[CH2:17][CH2:16]1. Procedure: M.p. 246°-247° C. by reaction between 3-methyl-5-bromo-1,2,3,4-tetrahydro-2,4-dioxo-quinazoline and 3-cyclopropyl-5-isocyanomethyl-1,2,4-oxadiazole. Reactants: CC1CCCN1, CCO, CN1CC(CCCl)Cc2ncccc2C1=O. The product is CC1CCCN1CCC1Cc2ncccc2C(=O)N(C)C1. As a reaction SMILES: [CH3:17][CH:18]1[NH:19][CH2:20][CH2:21][CH2:22]1.[CH3:23][CH2:24][OH:25].[Cl:1][CH2:2][CH2:3][CH:4]1[CH2:5][c:6]2[c:7]([cH:13][cH:14][cH:15][n:16]2)[C:8](=[O:12])[N:9]([CH3:11])[CH2:10]1>>[CH2:2]([CH2:3][CH:4]1[CH2:5][c:6]2[c:7]([cH:13][cH:14][cH:15][n:16]2)[C:8](=[O:12])[N:9]([CH3:11])[CH2:10]1)[N:19]1[CH:18]([CH3:17])[CH2:22][CH2:21][CH2:20]1. Reactants: Cl (hydrochloric acid), [BH4-].[Na+] (Sodium borohydride), ClCC(=O)NC1COC2=CC=CC=C2C1=O (2-chloro-N-(4-oxo-chroman-3-yl)-acetamide), O (water). The solvent is CO (methanol). Yields the product ClCC(=O)N[C@@H]1COC2=CC=CC=C2[C@H]1O (2-chloro-N-((3RS,4RS)-trans-4-hydroxychroman-3-yl)-acetamide). The yield is 99.3%. As a reaction SMILES: [BH4-].[Na+].[Cl:3][CH2:4][C:5]([NH:7][CH:8]1[C:17](=[O:18])[C:16]2[C:11](=[CH:12][CH:13]=[CH:14][CH:15]=2)[O:10][CH2:9]1)=[O:6].O.Cl>CO>[Cl:3][CH2:4][C:5]([NH:7][C@H:8]1[C@H:17]([OH:18])[C:16]2[C:11](=[CH:12][CH:13]=[CH:14][CH:15]=2)[O:10][CH2:9]1)=[O:6] |f:0.1|. Procedure: Sodium borohydride (0.9 g, 23.8 mol) was added to a solution of 2-chloro-N-(4-oxo-chroman-3-yl)-acetamide (3.5 g, 14.6 mmol) in methanol (30 ml). When the reaction was complete (checked by thin layer chromatography), excess reagent was decomposed by the addition of water and pH was adjusted to 5-6 with 3N aqueous hydrochloric acid. The solution was partitioned between water and chloroform. The organic layer was washed with brine, dried over magnesium sulfate, and concentrated under reduced press... Reactants: COC(=O)c1ccc(OC)c(Cl)c1, Cl, C1CCOC1. Yields the product COc1ccc(CO)cc1Cl. Reaction SMILES: [Cl:1][c:2]1[cH:3][c:4]([C:5](=[O:6])[O:7][CH3:8])[cH:9][cH:10][c:11]1[O:12][CH3:13].[ClH:14].[O:15]1[CH2:16][CH2:17][CH2:18][CH2:19]1>>[Cl:1][c:2]1[cH:3][c:4]([CH2:5][OH:6])[cH:9][cH:10][c:11]1[O:12][CH3:13]. The reactants are O1CCN(CC1)CCNS(=O)(=O)C=1C=C2CC(NC2=CC1)=O (5-(2-morpholinoethylaminosulphonyl)oxindole), [H-].[Na+] (sodium hydride), CS(=O)C (DMSO), ClC1=NC=NC2=CC(=C(C=C12)OC)OCCOC (4-Chloro-6-methoxy-7-(2-methoxyethoxy)quinazoline). Run in CN(C)C=O (DMF), CN(C)C=O (DMF). Reaction conditions: time 30 minute. The product is Cl.COC=1C=C2C(=NC=NC2=CC1OCCOC)C1C(NC2=CC=C(C=C12)S(=O)(=O)NCCN1CCOCC1)=O (6-methoxy-7-(2-methoxyethoxy)4-(5-(2-morpholinoethylaminosulphonyl)oxindol-3-yl)quinazoline hydrochloride). Yield: 50.0%. RXN SMILES: [O:1]1[CH2:6][CH2:5][N:4]([CH2:7][CH2:8][NH:9][S:10]([C:13]2[CH:14]=[C:15]3[C:19](=[CH:20][CH:21]=2)[NH:18][C:17](=[O:22])[CH2:16]3)(=[O:12])=[O:11])[CH2:3][CH2:2]1.[H-].[Na+].[Cl:25][C:26]1[C:35]2[C:30](=[CH:31][C:32]([O:38][CH2:39][CH2:40][O:41][CH3:42])=[C:33]([O:36][CH3:37])[CH:34]=2)[N:29]=[CH:28][N:27]=1.CS(C)=O>CN(C=O)C>[ClH:25].[CH3:37][O:36][C:33]1[CH:34]=[C:35]2[C:30](=[CH:31][C:32]=1[O:38][CH2:39][CH2:40][O:41][CH3:42])[N:29]=[CH:28][N:27]=[C:26]2[CH:16]1[C:15]2[C:19](=[CH:20][CH:21]=[C:13]([S:10]([NH:9][CH2:8][CH2:7][N:4]3[CH2:5][CH2:6][O:1][CH2:2][CH2:3]3)(=[O:12])=[O:11])[CH:14]=2)[NH:18][C:17]1=[O:22] |f:1.2,6.7|. Procedure details: A solution of 5-(2-morpholinoethylaminosulphonyl)oxindole (363 mg, 1.1 mmol) in DMF (3 ml) was added dropwise to a suspension of sodium hydride (89 mg, 2.2 mmol, prewashed with hexane) and the mixture stirred for 30 minutes at ambient temperature. 4-Chloro-6-methoxy-7-(2-methoxyethoxy)quinazoline (100 mg, 0.37 mmol), (prepared as described for the starting material in Example 2), was added and the mixture heated at 50° C. for 30 minutes. DMF (5 ml) and DMSO (1.5 ml) were added and the mixture he... The reactants are CN(C=O)C (dimethylformamide), [Li+].CCC[CH2-] (N-Butyllitium), BrC1=CC=C(C=C1)C1=CC=C(C=C1)C(F)(F)F (4-Bromo-4'-trifluoromethylbiphenyl), O (water). The solvent is O1CCCC1 (tetrahydrofuran), CCCCCC (hexane), C1CCOC1 (THF). Conditions: time 10 minute. The product is FC(C1=CC=C(C=C1)C1=CC=C(C=O)C=C1)(F)F (p-(4-trifluoromethylphenyl)benzaldehyde). Reaction SMILES: [Li+].CCC[CH2-].Br[C:7]1[CH:12]=[CH:11][C:10]([C:13]2[CH:18]=[CH:17][C:16]([C:19]([F:22])([F:21])[F:20])=[CH:15][CH:14]=2)=[CH:9][CH:8]=1.CN(C)[CH:25]=[O:26].O>CCCCCC.C1COCC1>[F:20][C:19]([F:22])([F:21])[C:16]1[CH:17]=[CH:18][C:13]([C:10]2[CH:11]=[CH:12][C:7]([CH:25]=[O:26])=[CH:8][CH:9]=2)=[CH:14][CH:15]=1 |f:0.1|. Reported procedure: N-Butyllitium in hexane (95 ml, 1.55M) was added dropwise to 4-Bromo-4'-trifluoromethylbiphenyl (40 g) in 250 ml of THF under N2 at -70° C. After addition the mixture was stirred for a further 10 mins and then dry dimethylformamide (19.49) in a solution of dry tetrahydrofuran (100 ml) was added dropwise. The mixture was then allowed to warm to room temperature in the absence of coolant. After stirring for 1.5 hours water was added and the mixture extracted with ether. The water washed and dried ... Starting materials: O=C1CCC2=C(CCc3cc(Br)ccc32)N1, CCOC(C)=O, CI, CCOCC, [H-], O=C1CCC2CCc3ccccc3C2N1, [Na+], O. Yields the product CN1C(=O)CCC2=C1CCc1cc(Br)ccc12. RXN SMILES: [Br:1][c:2]1[cH:3][c:4]2[c:5]([cH:15][cH:16]1)[C:6]1=[C:11]([NH:10][C:9](=[O:14])[CH2:8][CH2:7]1)[CH2:12][CH2:13]2.[C:42]([O:43][CH2:44][CH3:45])(=[O:46])[CH3:47].[CH3:34][I:35].[CH3:36][CH2:37][O:38][CH2:39][CH3:40].[H-:32].[NH:17]1[C:18](=[O:31])[CH2:30][CH2:29][CH:20]2[CH:19]1[c:28]1[c:23]([cH:24][cH:25][cH:26][cH:27]1)[CH2:22][CH2:21]2.[Na+:33].[OH2:41]>>[Br:1][c:2]1[cH:3][c:4]2[c:5]([cH:15][cH:16]1)[C:6]1=[C:11]([N:10]([CH3:18])[C:9](=[O:14])[CH2:8][CH2:7]1)[CH2:12][CH2:13]2.